From a dataset of the Open Reaction Database (ORD), a public repository of structured organic reaction records. describe an organic reaction: reactants, conditions, products, and yield The reactants are C1CCOC1, CC[O-], CCO, Cc1ccc(Cl)c(C)c1, [Na+], c1c[nH]cn1. Yields the product Cc1ccc(-n2ccnc2)c(C)c1. Reaction SMILES: [CH2:22]1[O:23][CH2:24][CH2:25][CH2:26]1.[CH3:15][CH2:16][O-:17].[CH3:19][CH2:20][OH:21].[CH3:1][c:2]1[c:3]([Cl:9])[cH:4][cH:5][c:6]([CH3:8])[cH:7]1.[Na+:18].[nH:10]1[cH:11][n:12][cH:13][cH:14]1>>[CH3:1][c:2]1[c:3](-[n:10]2[cH:11][n:12][cH:13][cH:14]2)[cH:4][cH:5][c:6]([CH3:8])[cH:7]1. Yields the product Cn1ncc2cc(C(c3ccccc3)C(C)(C)C#N)ccc21. Starting materials: C1CCOC1, C[Si](C)(C)[N-][Si](C)(C)C, CI, [Na+], O, CC(C)(C#N)C(c1ccccc1)c1ccc2[nH]ncc2c1. RXN SMILES: [CH2:35]1[O:36][CH2:37][CH2:38][CH2:39]1.[CH3:23][Si:24]([N-:25][Si:26]([CH3:27])([CH3:28])[CH3:29])([CH3:30])[CH3:31].[CH3:32][I:33].[Na+:22].[OH2:34].[nH:1]1[n:2][cH:3][c:4]2[cH:5][c:6]([CH:10]([C:11]([C:12]#[N:13])([CH3:14])[CH3:15])[c:16]3[cH:17][cH:18][cH:19][cH:20][cH:21]3)[cH:7][cH:8][c:9]12>>[n:1]1([CH3:23])[n:2][cH:3][c:4]2[cH:5][c:6]([CH:10]([C:11]([C:12]#[N:13])([CH3:14])[CH3:15])[c:16]3[cH:17][cH:18][cH:19][cH:20][cH:21]3)[cH:7][cH:8][c:9]12. The reactants are OCCN (2-hydroxyethylamine), O=S(Cl)Cl (SOCl2), CC1=C(C=CC(=C1)[N+](=O)[O-])N=C=S (2-methyl-4-nitrophenyl isothiocyanate). The product is OCC1(CCCC1)N (1-(Hydroxymethyl)cyclopentanamine), CC1=C(C=CC(=C1)[N+](=O)[O-])N=C1NC2(CS1)CCCC2 (2-(2-methyl-4-nitrophenylimino)-3-thia-1-azaspiro[4.4]nonane). Reaction SMILES: [OH:1][CH2:2][CH2:3][NH2:4].O=S(Cl)Cl.[CH3:9][C:10]1[CH:15]=[C:14]([N+:16]([O-:18])=[O:17])[CH:13]=[CH:12][C:11]=1[N:19]=[C:20]=[S:21]>>[OH:1][CH2:2][C:3]1([NH2:4])[CH2:12][CH2:11][CH2:10][CH2:9]1.[CH3:9][C:10]1[CH:15]=[C:14]([N+:16]([O-:18])=[O:17])[CH:13]=[CH:12][C:11]=1[N:19]=[C:20]1[S:21][CH2:2][C:3]2([CH2:12][CH2:11][CH2:10][CH2:9]2)[NH:4]1. Reported procedure: 1-(Hydroxymethyl)cyclopentanamine was prepared according to Method B1c. The 2-hydroxyethylamine was sequentially reacted with SOCl2 and 2-methyl-4-nitrophenyl isothiocyanate according to Method C2a to give 2-(2-methyl-4-nitrophenylimino)-3-thia-1-azaspiro[4.4]nonane. The thiazolidine was reacted with 1-bromo-2-ethylbutane according to Method D2a to afford 2-(2-methyl-4-nitrophenylimino)-1-(2-ethyl-1-butyl)-3-thia-1-azaspiro[4.4]nonane.